This data is from the Open Reaction Database (ORD), a public repository of structured organic reaction records. The task is: describe an organic reaction: reactants, conditions, products, and yield Reactants: C(C1=CC=CC=C1)(=S)N (Thiobenzamide), C1(=CC=CC=C1)C(=O)C(C1=CC=CC=C1)Cl (desyl chloride). The solvent is C(C)(C)O (isopropyl alcohol). The product is C1(=CC=CC=C1)C1=C(N=C(S1)C1=CC=CC=C1)C1=CC=CC=C1 (TRIPHENYLTHIAZOLE). Reaction SMILES: [C:1]([NH2:9])(=[S:8])[C:2]1[CH:7]=[CH:6][CH:5]=[CH:4][CH:3]=1.[C:10]1([C:16]([CH:18](Cl)[C:19]2[CH:24]=[CH:23][CH:22]=[CH:21][CH:20]=2)=O)[CH:15]=[CH:14][CH:13]=[CH:12][CH:11]=1>C(O)(C)C>[C:10]1([C:16]2[S:8][C:1]([C:2]3[CH:7]=[CH:6][CH:5]=[CH:4][CH:3]=3)=[N:9][C:18]=2[C:19]2[CH:20]=[CH:21][CH:22]=[CH:23][CH:24]=2)[CH:15]=[CH:14][CH:13]=[CH:12][CH:11]=1. Reported procedure: Thiobenzamide (13.7 g, 0.10 mole) and desyl chloride (23.1 g, 0.10 mole) are heated under reflux in isopropyl alcohol (100 ml) for three hours. When the reaction mixture is cooled, the white solid precipitate formed is filtered off, washed twice with isopropyl alcohol, and dried. The yield of triphenylthiazole, m.p. 84°-85.5° C., is 21.5 g or 69%.